Dataset: the Open Reaction Database (ORD), a public repository of structured organic reaction records. Task: describe an organic reaction: reactants, conditions, products, and yield Starting materials: Br, Br, CC(=O)O, CC(=O)c1ncnc2c1ccn2S(=O)(=O)c1ccc(C)cc1. The product is Cc1ccc(S(=O)(=O)n2ccc3c(C(=O)CBr)ncnc32)cc1. As a reaction SMILES: [Br:24].[BrH:23].[CH3:25][C:26](=[O:27])[OH:28].[c:1]1([CH3:22])[cH:2][cH:3][c:4]([S:7](=[O:8])(=[O:9])[n:10]2[cH:11][cH:12][c:13]3[c:14]2[n:15][cH:16][n:17][c:18]3[C:19]([CH3:20])=[O:21])[cH:5][cH:6]1>>[c:1]1([CH3:22])[cH:2][cH:3][c:4]([S:7](=[O:8])(=[O:9])[n:10]2[cH:11][cH:12][c:13]3[c:14]2[n:15][cH:16][n:17][c:18]3[C:19]([CH2:20][Br:23])=[O:21])[cH:5][cH:6]1. Starting materials: [Mg] (magnesium), COC1=CC2=CC=C(C=C2C=C1)C=O (2-methoxynaphthalene-6-carboxaldehyde), arylbromide, C(=C(C)C)C=1C=C(C=CC1)Br (3-(iso-buten-1-yl)-phenylbromide). The solvent is C1CCOC1 (THF). Run at time 18 hour. Product: C(=C(C)C)C=1C=C(C=CC1)[Mg]Br (3-(iso-buten-1-yl)phenylmagnesium bromide). Reaction SMILES: [Mg:1].C(C1C=C([Br:12])C=CC=1)=C(C)C.CO[C:15]1[CH:24]=[CH:23][C:22]2[C:17](=C[CH:19]=[C:20]([CH:25]=O)[CH:21]=2)[CH:16]=1>C1COCC1>[CH:21]([C:22]1[CH:17]=[C:16]([Mg:1][Br:12])[CH:15]=[CH:24][CH:23]=1)=[C:20]([CH3:25])[CH3:19]. Procedure details: To a suspension of Rieke magnesium (0.12 g, 4.74 mmol; commercially available suspension) in dry THF (4.61 mL) was added neat 3-(iso-buten-1-yl)-phenylbromide (1.0 g, 4.74 mmol) at such a rate as to maintain a steady reflux. After the arylbromide was completely added, the reaction was refluxed under nitrogen for 0.5 hours. The solution was allowed to settle for 18 hours and the supernatant was determined to have a 0.56 m titer for active grignard by tritrating a known quantity of 2-methoxynaphth... Reactants: COc1cc(Br)cc(B2OC(C)(C)C(C)(C)O2)c1, O=C([O-])[O-], CCO, COCCOC, CC(C)n1nc(I)c2c(N)ncnc21, [Na+], [Na+], c1ccc(P(c2ccccc2)(c2ccccc2)[Pd](P(c2ccccc2)(c2ccccc2)c2ccccc2)(P(c2ccccc2)(c2ccccc2)c2ccccc2)P(c2ccccc2)(c2ccccc2)c2ccccc2)cc1. Yields the product COc1cc(Br)cc(-c2nn(C(C)C)c3ncnc(N)c23)c1. Reaction SMILES: [Br:1][c:2]1[cH:3][c:4]([B:10]2[O:11][C:12]([CH3:13])([CH3:14])[C:15]([CH3:16])([CH3:17])[O:18]2)[cH:5][c:6]([O:8][CH3:9])[cH:7]1.[C:33](=[O:34])([O-:35])[O-:36].[CH3:39][CH2:40][OH:41].[CH3:42][O:43][CH2:44][CH2:45][O:46][CH3:47].[I:19][c:20]1[n:21][n:22]([CH:30]([CH3:31])[CH3:32])[c:23]2[n:24][cH:25][n:26][c:27]([NH2:29])[c:28]12.[Na+:37].[Na+:38].[cH:48]1[cH:49][cH:50][c:51]([P:52]([Pd:53]([P:54]([c:55]2[cH:56][cH:57][cH:58][cH:59][cH:60]2)([c:61]2[cH:62][cH:63][cH:64][cH:65][cH:66]2)[c:67]2[cH:68][cH:69][cH:70][cH:71][cH:72]2)([P:73]([c:74]2[cH:75][cH:76][cH:77][cH:78][cH:79]2)([c:80]2[cH:81][cH:82][cH:83][cH:84][cH:85]2)[c:86]2[cH:87][cH:88][cH:89][cH:90][cH:91]2)[P:92]([c:93]2[cH:94][cH:95][cH:96][cH:97][cH:98]2)([c:99]2[cH:100][cH:101][cH:102][cH:103][cH:104]2)[c:105]2[cH:106][cH:107][cH:108][cH:109][cH:110]2)([c:111]2[cH:112][cH:113][cH:114][cH:115][cH:116]2)[c:117]2[cH:118][cH:119][cH:120][cH:121][cH:122]2)[cH:123][cH:124]1>>[Br:1][c:2]1[cH:3][c:4](-[c:20]2[n:21][n:22]([CH:30]([CH3:31])[CH3:32])[c:23]3[n:24][cH:25][n:26][c:27]([NH2:29])[c:28]23)[cH:5][c:6]([O:8][CH3:9])[cH:7]1. Reactants: CCS(=O)(=O)N1CCC(c2c[nH]c3c(C(N)=O)cc(Br)cc23)CC1, CCCOCCCNCc1ccc(B(O)O)s1, [K+], [K+], O=C([O-])[O-], c1ccc(P(c2ccccc2)(c2ccccc2)[Pd](P(c2ccccc2)(c2ccccc2)c2ccccc2)(P(c2ccccc2)(c2ccccc2)c2ccccc2)P(c2ccccc2)(c2ccccc2)c2ccccc2)cc1. Product: CCCOCCCNCc1ccc(-c2cc(C(N)=O)c3[nH]cc(C4CCN(S(=O)(=O)CC)CC4)c3c2)s1. As a reaction SMILES: [Br:18][c:19]1[cH:20][c:21]2[c:22]([CH:31]3[CH2:32][CH2:33][N:34]([S:37](=[O:38])(=[O:39])[CH2:40][CH3:41])[CH2:35][CH2:36]3)[cH:23][nH:24][c:25]2[c:26]([C:28](=[O:29])[NH2:30])[cH:27]1.[CH2:1]([CH2:2][CH3:3])[O:4][CH2:5][CH2:6][CH2:7][NH:8][CH2:9][c:10]1[cH:11][cH:12][c:13]([B:15]([OH:16])[OH:17])[s:14]1.[K+:42].[K+:43].[O-:44][C:45]([O-:46])=[O:47].[cH:48]1[cH:49][cH:50][c:51]([P:52]([Pd:53]([P:54]([c:55]2[cH:56][cH:57][cH:58][cH:59][cH:60]2)([c:61]2[cH:62][cH:63][cH:64][cH:65][cH:66]2)[c:67]2[cH:68][cH:69][cH:70][cH:71][cH:72]2)([P:73]([c:74]2[cH:75][cH:76][cH:77][cH:78][cH:79]2)([c:80]2[cH:81][cH:82][cH:83][cH:84][cH:85]2)[c:86]2[cH:87][cH:88][cH:89][cH:90][cH:91]2)[P:92]([c:93]2[cH:94][cH:95][cH:96][cH:97][cH:98]2)([c:99]2[cH:100][cH:101][cH:102][cH:103][cH:104]2)[c:105]2[cH:106][cH:107][cH:108][cH:109][cH:110]2)([c:111]2[cH:112][cH:113][cH:114][cH:115][cH:116]2)[c:117]2[cH:118][cH:119][cH:120][cH:121][cH:122]2)[cH:123][cH:124]1>>[CH2:1]([CH2:2][CH3:3])[O:4][CH2:5][CH2:6][CH2:7][NH:8][CH2:9][c:10]1[cH:11][cH:12][c:13](-[c:19]2[cH:20][c:21]3[c:22]([CH:31]4[CH2:32][CH2:33][N:34]([S:37](=[O:38])(=[O:39])[CH2:40][CH3:41])[CH2:35][CH2:36]4)[cH:23][nH:24][c:25]3[c:26]([C:28](=[O:29])[NH2:30])[cH:27]2)[s:14]1. Reactants: ClC=1C=C(C2=C(N1)N(N=C2)C(C)C)C(=O)NCC=2C(NC(=CC2C)C)=O (6-chloro-N-[(4,6-dimethyl-2-oxo-1,2-dihydro-3-pyridinyl)methyl]-1-(1-methylethyl)-1H-pyrazolo[3,4-b]pyridine-4-carboxamide), C(C)O (ethanol). Reagents/catalysts: [Pd] (Pd/C). The solvent is C1CCOC1 (THF). Conditions: time 8 hour. Product: CC1=C(C(NC(=C1)C)=O)CNC(=O)C=1C2=C(N=CC1)N(N=C2)C(C)C (N-[(4,6-Dimethyl-2-oxo-1,2-dihydro-3-pyridinyl)methyl]-1-(1-methylethyl)-1H-pyrazolo[3,4-b]pyridine-4-carboxamide). Reaction SMILES: Cl[C:2]1[CH:3]=[C:4]([C:14]([NH:16][CH2:17][C:18]2[C:19](=[O:26])[NH:20][C:21]([CH3:25])=[CH:22][C:23]=2[CH3:24])=[O:15])[C:5]2[CH:10]=[N:9][N:8]([CH:11]([CH3:13])[CH3:12])[C:6]=2[N:7]=1.C(O)C>[Pd].C1COCC1>[CH3:24][C:23]1[CH:22]=[C:21]([CH3:25])[NH:20][C:19](=[O:26])[C:18]=1[CH2:17][NH:16][C:14]([C:4]1[C:5]2[CH:10]=[N:9][N:8]([CH:11]([CH3:13])[CH3:12])[C:6]=2[N:7]=[CH:2][CH:3]=1)=[O:15]. Procedure: To a 50 mL round bottom flask fitted with a 3-way inlet was placed 10% Pd/C (0.071 g, 0.033 mmol) followed by degassing with N2, and then addition of 2 mL ethanol. Added next to the stirring slurry was 6-chloro-N-[(4,6-dimethyl-2-oxo-1,2-dihydro-3-pyridinyl)methyl]-1-(1-methylethyl)-1H-pyrazolo[3,4-b]pyridine-4-carboxamide (0.25 g, 0.669 mmol). Additional ethanol (8 mL) and THF (10 mL) were added with slight warming to facilitate dissolution. The stirring contents were allowed to cool (15 min.) ... The reactants are O (Water), C(C1=CC=CC=C1)Br (Benzyl bromide), FC(C=1C=C(C=C(C1)C(F)(F)F)CO[C@@H]1[C@@H](NCCC1)C1=CC=CC=C1)(F)F ((+)-cis-3-((3,5-bis(trifluoromethyl)phenyl)methyloxy)-2-phenyl piperidine), hydrochloride salt, C([O-])([O-])=O.[K+].[K+] (potassium carbonate). The solvent is CN(C=O)C (N,N-dimethylformamide). Reaction conditions: temperature 23 celsius, time 2.5 hour. Yields the product C(C1=CC=CC=C1)N1[C@H]([C@H](CCC1)OCC1=CC(=CC(=C1)C(F)(F)F)C(F)(F)F)C1=CC=CC=C1 ((2S,3S)-1-Benzyl-3-((3,5-bis(trifluoromethyl) phenyl)methyloxy)-2-phenylpiperidine). Reaction SMILES: [CH2:1](Br)[C:2]1[CH:7]=[CH:6][CH:5]=[CH:4][CH:3]=1.[F:9][C:10]([F:36])([F:35])[C:11]1[CH:12]=[C:13]([CH2:21][O:22][C@H:23]2[CH2:28][CH2:27][CH2:26][NH:25][C@H:24]2[C:29]2[CH:34]=[CH:33][CH:32]=[CH:31][CH:30]=2)[CH:14]=[C:15]([C:17]([F:20])([F:19])[F:18])[CH:16]=1.C(=O)([O-])[O-].[K+].[K+].O>CN(C)C=O>[CH2:1]([N:25]1[CH2:26][CH2:27][CH2:28][C@H:23]([O:22][CH2:21][C:13]2[CH:14]=[C:15]([C:17]([F:18])([F:19])[F:20])[CH:16]=[C:11]([C:10]([F:9])([F:35])[F:36])[CH:12]=2)[C@@H:24]1[C:29]1[CH:34]=[CH:33][CH:32]=[CH:31][CH:30]=1)[C:2]1[CH:7]=[CH:6][CH:5]=[CH:4][CH:3]=1 |f:2.3.4|. Procedure: Benzyl bromide (0.134 ml) was added to a mixture of (+)-cis-3-((3,5-bis(trifluoromethyl)phenyl)methyloxy)-2-phenyl piperidine (prepared from the hydrochloride salt, Example 5) (0.5 g) and potassium carbonate (0.468 g) in N,N-dimethylformamide (2 ml) and the mixture stirred at 23° C. for 2.5 h. Water (20 ml) was added and the mixture extracted with ethyl acetate (3×15 ml). The combined organic extracts were washed with water (1×10 ml) and brine (1×10 ml) then dried (K2CO3) and concentrated to lea...